From a dataset of the Open Reaction Database (ORD), a public repository of structured organic reaction records. describe an organic reaction: reactants, conditions, products, and yield Starting materials: CN(C)C=O (DMF), C[N+](=CCl)C.[Cl-] (vilsmeier reagent), CC(=O)NC1=CC(=C(C=C1)F)F (3,4-difluoroacetanilide). The solvent is P(=O)(Cl)(Cl)Cl (Phosphoryl chloride), P(=O)(Cl)(Cl)Cl (phosphoryl chloride). Reaction conditions: temperature 30 celsius, time 18 hour. The product is ClC1=NC2=CC(=C(C=C2C=C1C=O)F)F (2-chloro-6,7-difluoroquinoline-3-carbaldehyde). Reaction SMILES: CN([CH:4]=[O:5])C.[CH3:6][N+](C)=CCl.[Cl-:11].[CH3:12][C:13]([NH:15][C:16]1[CH:21]=[CH:20][C:19]([F:22])=[C:18]([F:23])[CH:17]=1)=O>P(Cl)(Cl)(Cl)=O>[Cl:11][C:13]1[C:12]([CH:4]=[O:5])=[CH:6][C:21]2[C:16](=[CH:17][C:18]([F:23])=[C:19]([F:22])[CH:20]=2)[N:15]=1 |f:1.2|. Reported procedure: Phosphoryl chloride (147.1 mL) is carefully added to DMF (32.5 mL) at 0-15° C. to prepare a solution of vilsmeier reagent in phosphoryl chloride, and the mixture is warmed to 30° C. to give clear pale yellow mixture. 3,4-difluoroacetanilide (30 g, 0.12 mol) is added to the mixture, and the resulting mixture is stirred at 80° C. for 30 min, 90° C. for 30 min, 100° C. for 18 hours, and finally 120° C. for 2 hours. The mixture is cooled to room temperature, poured onto ice-water (1500 mL) and extra... Reactants: O (water), aqueous solution, [OH-].[Na+] (sodium hydroxide), [H-].[Al+3].[Li+].[H-].[H-].[H-] (lithium aluminum hydride), O (water), O(C1=CC=CC=C1)C=1C=C(C=CC1)C=CC(=O)OCC (ethyl 3-(3-phenoxyphenyl)acrylate). Solvent: C(C)OCC (diethyl ether), C(C)OCC (diethyl ether). Reaction conditions: time 8 hour. The product is O(C1=CC=CC=C1)C=1C=C(C=CC1)CCCO (3-(3-phenoxyphenyl)propanol). Yield: 97.9%. As a reaction SMILES: [H-].[Al+3].[Li+].[H-].[H-].[H-].[O:7]([C:14]1[CH:15]=[C:16]([CH:20]=[CH:21][C:22](OCC)=[O:23])[CH:17]=[CH:18][CH:19]=1)[C:8]1[CH:13]=[CH:12][CH:11]=[CH:10][CH:9]=1.O.[OH-].[Na+]>C(OCC)C>[O:7]([C:14]1[CH:15]=[C:16]([CH2:20][CH2:21][CH2:22][OH:23])[CH:17]=[CH:18][CH:19]=1)[C:8]1[CH:9]=[CH:10][CH:11]=[CH:12][CH:13]=1 |f:0.1.2.3.4.5,8.9|. Procedure details: To a stirred mixture of 7.4 grams (0.196 mole) of lithium aluminum hydride in 300 mL of dry diethyl ether under a nitrogen atmosphere was added 26.2 grams (0.098 mole) of ethyl 3-(3-phenoxyphenyl)acrylate in 300 mL of dry diethyl ether. The addition required 90 minutes to complete, and the reaction mixture was stirred overnight at ambient temperature. It was then cooled in an ice/water bath, and sequentially 14 mL of water, 14 mL of a 15% aqueous solution of sodium hydroxide, and 42 mL of water ...